From a dataset of the Open Reaction Database (ORD), a public repository of structured organic reaction records. describe an organic reaction: reactants, conditions, products, and yield Starting materials: C(=O)[O-].[NH4+] (ammonium formate), C(CCC)P(CCCC)CCCC (tributylphosphine). The reagents and catalysts are C=1C=CC(=CC1)/C=C/C(=O)/C=C/C2=CC=CC=C2.C=1C=CC(=CC1)/C=C/C(=O)/C=C/C2=CC=CC=C2.C=1C=CC(=CC1)/C=C/C(=O)/C=C/C2=CC=CC=C2.[Pd].[Pd] (tris(dibenzylideneacetone)dipalladium(0)). Solvent: C1CCOC1 (THF). The product is C(CCCCCCC)P(CCCCCCCC)CCCCCCCC (trioctylphosphine). Yield: 62.0%. RXN SMILES: C([O-])=O.[NH4+].[CH2:5]([P:9]([CH2:14][CH2:15][CH2:16][CH3:17])[CH2:10][CH2:11][CH2:12][CH3:13])[CH2:6][CH2:7][CH3:8]>C1COCC1.C1C=CC(/C=C/C(/C=C/C2C=CC=CC=2)=O)=CC=1.C1C=CC(/C=C/C(/C=C/C2C=CC=CC=2)=O)=CC=1.C1C=CC(/C=C/C(/C=C/C2C=CC=CC=2)=O)=CC=1.[Pd].[Pd]>[CH2:14]([P:9]([CH2:5][CH2:6][CH2:7][CH2:8][CH2:8][CH2:7][CH2:6][CH3:5])[CH2:10][CH2:11][CH2:12][CH2:13][CH2:17][CH2:16][CH2:15][CH3:14])[CH2:15][CH2:16][CH2:17][CH2:10][CH2:11][CH2:12][CH3:13] |f:0.1,4.5.6.7.8|. Procedure details: EpB (30.0 mL), ammonium formate (24 g), tris(dibenzylideneacetone)dipalladium(0) (0.15 g) and tributylphosphine (0.50 mL) were added to 50 mL of THF solvent. This mixture was stirred at reflux for 1 hour and then filtered through silica gel to remove the palladium catalyst. The product was analyzed by GC and found to be nearly identical to the product obtained in Comparative Example 1 using trioctylphosphine, which consisted of 3-buten-1-ol/2-buten-1-ol in a mole ratio of >98:2), a small amount ... Starting materials: COC=1C=C2CC(NC2=CC1OC)=O (5,6-dimethoxy oxindole), C(OCC)([O-])[O-] (ethyl ortho formate). The product is COC=1C=C2C(C(NC2=CC1OC)=O)=CO (5,6-dimethoxy-3-hydroxymethylene oxindole). Reaction SMILES: [CH3:1][O:2][C:3]1[CH:4]=[C:5]2[C:9](=[CH:10][C:11]=1[O:12][CH3:13])[NH:8][C:7](=[O:14])[CH2:6]2.[CH:15]([O-])([O-])[O:16]CC>>[CH3:1][O:2][C:3]1[CH:4]=[C:5]2[C:9](=[CH:10][C:11]=1[O:12][CH3:13])[NH:8][C:7](=[O:14])[C:6]2=[CH:15][OH:16]. Procedure details: As illustrated above in Scheme (A), the intermediate, 5,6-dimethoxy oxindole (I) is reacted with ethyl ortho formate (II) to provide 5,6-dimethoxy-3-hydroxymethylene oxindole (III). This oxindole (III) is then reacted with primary or secondary amines in refluxing benzene in the presence of acetic acid or toluene sulfonic acid to yield 5,6-dimethoxy-3-(substituted amino methylene) oxindoles (IV) or (V), respectively. Starting materials: CCOCOC12C=CC(=O)C1(C)CCC1C2CCC2CC(OC(C)=O)CCC21C, CO, [Na+], [OH-], O. Yields the product CCOCOC12C=CC(=O)C1(C)CCC1C2CCC2CC(O)CCC21C. Reaction SMILES: [C:1](=[O:2])([CH3:3])[O:4][CH:5]1[CH2:6][CH:7]2[CH2:8][CH2:9][CH:10]3[C:11]4([O:25][CH2:26][O:27][CH2:28][CH3:29])[CH:12]=[CH:13][C:14](=[O:24])[C:15]4([CH3:16])[CH2:17][CH2:18][CH:19]3[C:20]2([CH3:23])[CH2:21][CH2:22]1.[CH3:32][OH:33].[Na+:31].[OH-:30].[OH2:34]>>[OH:4][CH:5]1[CH2:6][CH:7]2[CH2:8][CH2:9][CH:10]3[C:11]4([O:25][CH2:26][O:27][CH2:28][CH3:29])[CH:12]=[CH:13][C:14](=[O:24])[C:15]4([CH3:16])[CH2:17][CH2:18][CH:19]3[C:20]2([CH3:23])[CH2:21][CH2:22]1. Procedure details: To a solution of methyl 4-bromo-2-thiophenecarboxylate (1 g, 4.52 mmol) in dioxane/H2O (5:1, 16 mL) was added K2CO3 (2.7 g, 19 mmol), bis(tri-t-butylphosphine)palladium(0) (116 mg, 0.226 mmol) and 5-(5,5-dimethyl-1,3,2-dioxaborinan-2-yl)-1-methyl-1H-pyrazole (1.2 g, 5.88 mmol). The reaction mixture was heated to 80° C. in a sealed tube. After 1 h, the reaction was partitioned between H2O-DCM and the aqueous phase was extracted several times with DCM. The combined organic fractions were dried ove... Solvent: O1CCOCC1.O (dioxane H2O). The reagents and catalysts are CC(C)([P](C(C)(C)C)([Pd][P](C(C)(C)C)(C(C)(C)C)C(C)(C)C)C(C)(C)C)C (bis(tri-t-butylphosphine)palladium(0)). RXN SMILES: Br[C:2]1[CH:3]=[C:4]([C:7]([O:9][CH3:10])=[O:8])[S:5][CH:6]=1.C([O-])([O-])=O.[K+].[K+].CC1(C)COB([C:24]2[N:28]([CH3:29])[N:27]=[CH:26][CH:25]=2)OC1>O1CCOCC1.O.CC(C)([P](C(C)(C)C)([Pd][P](C(C)(C)C)(C(C)(C)C)C(C)(C)C)C(C)(C)C)C>[CH3:29][N:28]1[C:24]([C:2]2[CH:3]=[C:4]([C:7]([O:9][CH3:10])=[O:8])[S:5][CH:6]=2)=[CH:25][CH:26]=[N:27]1 |f:1.2.3,5.6,^1:40,46|. Conditions: temperature 80 celsius, time 1 hour. The product is CN1N=CC=C1C=1C=C(SC1)C(=O)OC (methyl 4-(1-methyl-1H-pyrazol-5-yl)-2-thiophenecarboxylate). The reactants are BrC=1C=C(SC1)C(=O)OC (methyl 4-bromo-2-thiophenecarboxylate), C(=O)([O-])[O-].[K+].[K+] (K2CO3), CC1(COB(OC1)C1=CC=NN1C)C (5-(5,5-dimethyl-1,3,2-dioxaborinan-2-yl)-1-methyl-1H-pyrazole). Reactants: Cl.C1(=CC=CC=C1)N(C(=O)C=1C=CC2=C(N=C(S2)CSC2=CC=C(C=C2)C(N)=N)C1)CCC(=O)OCC (2-[(4-amidinophenyl)thiomethyl]benzothiazol-5-yl-carboxylic acid-N-phenyl-N-(2-ethoxycarbonylethyl)amide hydrochloride), OO (hydrogen peroxide), OO (hydrogen peroxide). The solvent is C(C)(=O)O (acetic acid). Reaction conditions: time 4 day. The product is Cl.C1(=CC=CC=C1)N(C(=O)C=1C=CC2=C(N=C(S2)CS(=O)C2=CC=C(C=C2)C(N)=N)C1)CCC(=O)OCC (2-[(4-amidinophenyl)sulfinylmethyl]benzothiazol-5-yl-carboxylic acid-N-phenyl-N-(2-ethoxycarbonylethyl)amide hydrochloride). Yield: 58.0%. Reaction SMILES: [ClH:1].[C:2]1([N:8]([CH2:31][CH2:32][C:33]([O:35][CH2:36][CH3:37])=[O:34])[C:9]([C:11]2[CH:12]=[CH:13][C:14]3[S:18][C:17]([CH2:19][S:20][C:21]4[CH:26]=[CH:25][C:24]([C:27](=[NH:29])[NH2:28])=[CH:23][CH:22]=4)=[N:16][C:15]=3[CH:30]=2)=[O:10])[CH:7]=[CH:6][CH:5]=[CH:4][CH:3]=1.[OH:38]O>C(O)(=O)C>[ClH:1].[C:2]1([N:8]([CH2:31][CH2:32][C:33]([O:35][CH2:36][CH3:37])=[O:34])[C:9]([C:11]2[CH:12]=[CH:13][C:14]3[S:18][C:17]([CH2:19][S:20]([C:21]4[CH:26]=[CH:25][C:24]([C:27](=[NH:28])[NH2:29])=[CH:23][CH:22]=4)=[O:38])=[N:16][C:15]=3[CH:30]=2)=[O:10])[CH:7]=[CH:6][CH:5]=[CH:4][CH:3]=1 |f:0.1,4.5|. Procedure: A solution of 0.15 g (0.27 mmol) of 2-[(4-amidinophenyl)thiomethyl]benzothiazol-5-yl-carboxylic acid-N-phenyl-N-(2-ethoxycarbonylethyl)amide hydrochloride in 10 mL of acetic acid was mixed with 0.09 mL (about 0.81 mmol) of 30% hydrogen peroxide solution and stirred at room temperature. After 4 days, a further 0.18 mL of hydrogen peroxide solution was added and the resulting mixture was stirred for a further two days. After removal of the solvent in vacuo, the crude product obtained was purified ... The reactants are C(C1=CC=CC=C1)NC(=O)C1=NN(C(=C1C(C)C)C=O)C1=CC=C(C=C1)F (1-(4-fluoro-phenyl)-5-formyl-4-isopropyl-1H-pyrazole-3-carboxylic acid benzylamide), CO (MeOH), [BH4-].[Na+] (sodium borohydride). Run in C1CCOC1 (THF). Reaction conditions: temperature 0 celsius, time 30 minute. Yields the product C(C1=CC=CC=C1)NC(=O)C1=NN(C(=C1C(C)C)CO)C1=CC=C(C=C1)F (1-(4-fluoro-phenyl)-5-hydroxymethyl-4-isopropyl-1H-pyrazole-3-carboxylic acid benzylamide). Yield: 86.5%. RXN SMILES: [CH2:1]([NH:8][C:9]([C:11]1[C:15]([CH:16]([CH3:18])[CH3:17])=[C:14]([CH:19]=[O:20])[N:13]([C:21]2[CH:26]=[CH:25][C:24]([F:27])=[CH:23][CH:22]=2)[N:12]=1)=[O:10])[C:2]1[CH:7]=[CH:6][CH:5]=[CH:4][CH:3]=1.CO.[BH4-].[Na+]>C1COCC1>[CH2:1]([NH:8][C:9]([C:11]1[C:15]([CH:16]([CH3:18])[CH3:17])=[C:14]([CH2:19][OH:20])[N:13]([C:21]2[CH:26]=[CH:25][C:24]([F:27])=[CH:23][CH:22]=2)[N:12]=1)=[O:10])[C:2]1[CH:3]=[CH:4][CH:5]=[CH:6][CH:7]=1 |f:2.3|. Procedure details: To a solution of 1-(4-fluoro-phenyl)-5-formyl-4-isopropyl-1H-pyrazole-3-carboxylic acid benzylamide (0.620 g, 1.70 mmol) in THF:MeOH (40 mL) at 0° C. was added sodium borohydride (96.3 mg, 2.55 mmol; commercially available from Sigma Aldrich). The reaction was stirred for 30 min at 0° C. at which point TLC analysis indicated the reaction was complete and the solvent was removed under reduced pressure. To the reaction residue was added ethyl acetate (50 mL) and saturated NaHCO3 (15 mL), and the o...